The task is: describe an organic reaction: reactants, conditions, products, and yield. This data is from the Open Reaction Database (ORD), a public repository of structured organic reaction records. Reactants: NC1=NN=NN1CC1=CC=CC=C1 (5-Amino-1-benzyltetrazole), CC1=C(C(=CC=C1)C)N=C=O (2,6-dimethylphenylisocyanate), CN(C=O)C (dimethylformamide). The solvent is ClCCCl (1,2-dichloroethane), O (water). Yields the product CC1=C(C(=CC=C1)C)NC(=O)NC1=NN=NN1CC1=CC=CC=C1 (N-(2,6-Dimethylphenyl)-N'-(1-phenylmethyl-1H-tetrazol-5-yl)urea). Reaction SMILES: [NH2:1][C:2]1[N:6]([CH2:7][C:8]2[CH:13]=[CH:12][CH:11]=[CH:10][CH:9]=2)[N:5]=[N:4][N:3]=1.[CH3:14][C:15]1[CH:20]=[CH:19][CH:18]=[C:17]([CH3:21])[C:16]=1[N:22]=[C:23]=[O:24].CN(C)C=O>ClCCCl.O>[CH3:21][C:17]1[CH:18]=[CH:19][CH:20]=[C:15]([CH3:14])[C:16]=1[NH:22][C:23]([NH:1][C:2]1[N:6]([CH2:7][C:8]2[CH:9]=[CH:10][CH:11]=[CH:12][CH:13]=2)[N:5]=[N:4][N:3]=1)=[O:24]. Procedure details: 5-Amino-1-benzyltetrazole (3.25 g, 0.0186 mol) was suspended in 15 mL of 1,2-dichloroethane after which 2,6-dimethylphenylisocyanate (3.5 mL, 0.025 mol) was added. The mixture was refluxed for 6 hours, 10 mL of dimethylformamide was added, and the mixture was refluxed for an additional 6 hours. The reaction mixture was diluted twice with 50 mL water and the water decanted from the precipitate then concentrated in vacuo adding ethanol as the azeotropic solvent. The precipitate was washed with eth... The reactants are CCS(=O)(=O)Cl, ClCCl, c1ccc2c(c1)CNCCS2. Product: CCS(=O)(=O)N1CCSc2ccccc2C1. RXN SMILES: [CH2:1]([CH3:2])[S:3](=[O:4])(=[O:5])[Cl:6].[Cl:18][CH2:19][Cl:20].[S:7]1[CH2:8][CH2:9][NH:10][CH2:11][c:12]2[c:13]1[cH:14][cH:15][cH:16][cH:17]2>>[CH2:1]([CH3:2])[S:3](=[O:4])(=[O:5])[N:10]1[CH2:9][CH2:8][S:7][c:13]2[c:12]([cH:17][cH:16][cH:15][cH:14]2)[CH2:11]1.